From a dataset of the Open Reaction Database (ORD), a public repository of structured organic reaction records. describe an organic reaction: reactants, conditions, products, and yield Reactants: CO (methanol), OCC(=O)[C@@H](O)[C@H](O)[C@H](O)CO (fructose), CO (methanol), OCC(=O)[C@@H](O)[C@H](O)[C@H](O)CO (fructose), CO (methanol). Run at temperature 160 celsius, time 2 minute. The product is CO[C@]1([C@H]([C@@H]([C@H](O1)CO)O)O)CO (Methylfructoside). RXN SMILES: [OH:1][CH2:2][C:3]([C@H:5]([C@@H:7]([C@@H:9]([CH2:11][OH:12])[OH:10])[OH:8])[OH:6])=[O:4].[CH3:13]O>>[CH3:13][O:4][C@:3]1([CH2:2][OH:1])[O:10][C@H:9]([CH2:11][OH:12])[C@@H:7]([OH:8])[C@@H:5]1[OH:6]. Procedure: A mixture of methanol and fructose was initially charged in a stirred vessel A. The fraction of fructose was 30% of the methanol fraction. The mixture was conveyed by a suitable pump B at a pressure of 120 bar continuously through the reactor C. The tubular reactor C was heated to a temperature of 160° C. by the heater D. A carrier stream comprising pure methanol from the reservoir F was heated to approx. 300° using the preheater G. At the mixing point H, the carrier stream was mixed with the re... Reactants: ketone, CC(=O)C (acetone), carboxylic acid, C1(=CC=CC=C1)CC(=O)O (phenylacetic acid). Product: C1(=CC=CC=C1)CC(C)=O (phenylacetone). Reaction SMILES: [C:1]1([CH2:7][C:8]([OH:10])=O)[CH:6]=[CH:5][CH:4]=[CH:3][CH:2]=1.[CH3:11]C(C)=O>>[C:1]1([CH2:7][C:8](=[O:10])[CH3:11])[CH:2]=[CH:3][CH:4]=[CH:5][CH:6]=1. Procedure: A method according to claim 1 wherein the ketone is acetone and the carboxylic acid is phenylacetic acid to yield phenylacetone. Starting materials: CN(CC)C (dimethylethylamine), BrCCOCCOC (1-bromo-2-(methoxyethoxy)ethane). The solvent is C(C)#N (acetonitrile). Conditions: temperature 80 celsius, time 24 hour. The product is [Br-].C[N+](CCOCCOC)(CC)C (N,N-dimethyl-N-ethyl-N-methoxyethoxyethylammonium bromide). Isolated yield 100.0%. RXN SMILES: [CH3:1][N:2]([CH3:5])[CH2:3][CH3:4].[Br:6][CH2:7][CH2:8][O:9][CH2:10][CH2:11][O:12][CH3:13]>C(#N)C>[Br-:6].[CH3:1][N+:2]([CH3:5])([CH2:3][CH3:4])[CH2:7][CH2:8][O:9][CH2:10][CH2:11][O:12][CH3:13] |f:3.4|. Procedure: A mixture of 5.12 g (0.070 mol) of dimethylethylamine, 14.2 g (0.070 mol) of 1-bromo-2-(methoxyethoxy)ethane and 10.2 g of acetonitrile was stirred at 80° C. for 24 hours for reaction thereof. After completion of the reaction, the resulted reaction mixture was concentrated, and the residue was dried under reduced pressure to obtain 18.4 g (0.070 mol) of N,N-dimethyl-N-ethyl-N-methoxyethoxyethylammonium bromide. The reactants are ClC1=C2NC=NC2=NC(=N1)F (6-chloro-2-fluoropurine), CCN(C(C)C)C(C)C (DIEA), CC1=NC(=CC(=C1)CN)C ((2,6-dimethylpyridin-4-yl)methanamine). Run in CCCCO (n-BuOH). Run at time 1 hour. The product is CC1=NC(=CC(=C1)CNC1=C2N=CNC2=NC(=N1)F)C (N-((2,6-Dimethylpyridin-4-yl)methyl)-2-fluoro-9H-purin-6-amine). RXN SMILES: Cl[C:2]1[N:10]=[C:9]([F:11])[N:8]=[C:7]2[C:3]=1[NH:4][CH:5]=[N:6]2.CCN(C(C)C)C(C)C.[CH3:21][C:22]1[CH:27]=[C:26]([CH2:28][NH2:29])[CH:25]=[C:24]([CH3:30])[N:23]=1>CCCCO>[CH3:21][C:22]1[CH:27]=[C:26]([CH2:28][NH:29][C:2]2[N:10]=[C:9]([F:11])[N:8]=[C:7]3[C:3]=2[N:4]=[CH:5][NH:6]3)[CH:25]=[C:24]([CH3:30])[N:23]=1. Reported procedure: To a stirred solution of 6-chloro-2-fluoropurine (0.4 g, 2.9 mmol) in n-BuOH (50 ml) under an argon atmosphere at 0° C., was added DIEA (2.5 ml, 14.7 mmol) followed by (2,6-dimethylpyridin-4-yl)methanamine (0.54 g, 4 mmol). The reaction mixture was stirred at this temperature for 1 h and then allowed to return to room temperature and stirred for 4 h, it was still seen incomplete, hence heated the reaction to 100° C. and left at that temperature for 8 h. The solvent was evaporated in vacuo and th... The reactants are [Li]CCCC, CCCCCC, Cl, O=C1NC(=O)C(=O)C(=O)N1, C1CCOC1, c1ccc(-c2ccco2)cc1. The product is O=C1NC(=O)C(O)(c2ccc(-c3ccccc3)o2)C(=O)N1. Reaction SMILES: [CH2:12]([Li:13])[CH2:14][CH2:15][CH3:16].[CH3:28][CH2:29][CH2:30][CH2:31][CH2:32][CH3:33].[ClH:27].[NH:17]1[C:18](=[O:19])[NH:20][C:21](=[O:22])[C:23](=[O:24])[C:25]1=[O:26].[O:34]1[CH2:35][CH2:36][CH2:37][CH2:38]1.[c:1]1(-[c:7]2[o:8][cH:9][cH:10][cH:11]2)[cH:2][cH:3][cH:4][cH:5][cH:6]1>>[c:1]1(-[c:7]2[o:8][c:9]([C:23]3([OH:24])[C:21](=[O:22])[NH:20][C:18](=[O:19])[NH:17][C:25]3=[O:26])[cH:10][cH:11]2)[cH:2][cH:3][cH:4][cH:5][cH:6]1. Starting materials: O (water), [N+](=O)([O-])C=1C=CC(=C(C#N)C1)N1CCC(CC1)O (5-Nitro-2-(4-hydroxypiperidin-1-yl)benzonitrile), C(C1=CC=CC=C1)(=O)Cl (benzoyl chloride), C1(=CC=CC=C1)C (toluene). Solvent: N1=CC=CC=C1 (pyridine). Conditions: time 3 hour. The product is C(C1=CC=CC=C1)(=O)OC1CCN(CC1)C1=C(C=C(C=C1)[N+](=O)[O-])C#N (1-(2-cyano-4-nitrophenyl)-4-piperidinyl benzoate). Isolated yield 113.6%. As a reaction SMILES: [N+:1]([C:4]1[CH:5]=[CH:6][C:7]([N:12]2[CH2:17][CH2:16][CH:15]([OH:18])[CH2:14][CH2:13]2)=[C:8]([CH:11]=1)[C:9]#[N:10])([O-:3])=[O:2].C1(C)C=CC=CC=1.[C:26](Cl)(=[O:33])[C:27]1[CH:32]=[CH:31][CH:30]=[CH:29][CH:28]=1.O>N1C=CC=CC=1>[C:26]([O:18][CH:15]1[CH2:14][CH2:13][N:12]([C:7]2[CH:6]=[CH:5][C:4]([N+:1]([O-:3])=[O:2])=[CH:11][C:8]=2[C:9]#[N:10])[CH2:17][CH2:16]1)(=[O:33])[C:27]1[CH:32]=[CH:31][CH:30]=[CH:29][CH:28]=1. Reported procedure: 5-Nitro-2-(4-hydroxypiperidin-1-yl)benzonitrile (20 g) was dissolved in pyridine (100 ml). To the solution was added dropwise toluene solution (50 ml) containing benzoyl chloride (12.8 g) under ice-cooling, and the mixture was stirred at room temperature for 3 h. The reaction mixture was poured into water. The obtained crystals were recrystallized from a mixed solvent of ethyl acetate-n-hexane to give 1-(2-cyano-4-nitrophenyl)-4-piperidinyl benzoate (32.3 g), melting point: 143–145° C.